From a dataset of the Open Reaction Database (ORD), a public repository of structured organic reaction records. describe an organic reaction: reactants, conditions, products, and yield Starting materials: BrC1=CC=C(C=C1)C1=C(C(=NO1)C)C1OC1 (5-(4-bromo-phenyl)-3-methyl-4-oxiranyl-isoxazole), C(C1=CC=CC=C1)N (benzyl amine). Product: C(C1=CC=CC=C1)NC(CO)C=1C(=NOC1C1=CC=C(C=C1)Br)C (2-Benzylamino-2-[5-(4-bromo-phenyl)-3-methyl-isoxazol-4-yl]-ethanol). As a reaction SMILES: [Br:1][C:2]1[CH:7]=[CH:6][C:5]([C:8]2[O:12][N:11]=[C:10]([CH3:13])[C:9]=2[CH:14]2[CH2:16][O:15]2)=[CH:4][CH:3]=1.[CH2:17]([NH2:24])[C:18]1[CH:23]=[CH:22][CH:21]=[CH:20][CH:19]=1>>[CH2:17]([NH:24][CH:14]([C:9]1[C:10]([CH3:13])=[N:11][O:12][C:8]=1[C:5]1[CH:6]=[CH:7][C:2]([Br:1])=[CH:3][CH:4]=1)[CH2:16][OH:15])[C:18]1[CH:23]=[CH:22][CH:21]=[CH:20][CH:19]=1. Reported procedure: Prepared according to the procedure described in Example 187, Step 2, using 5-(4-bromo-phenyl)-3-methyl-4-oxiranyl-isoxazole and benzyl amine.